This data is from the Open Reaction Database (ORD), a public repository of structured organic reaction records. The task is: describe an organic reaction: reactants, conditions, products, and yield Starting materials: Cc1ccc2[nH]c3c(c2c1)CCCC3=O, Cc1ccccc1, Cc1ccc(S(=O)(=O)OCCCl)cc1, [Na+], [OH-]. Yields the product Cc1ccc2c(c1)c1c(n2CCCl)C(=O)CCC1. Reaction SMILES: [CH3:1][c:2]1[cH:3][c:4]2[c:5]3[c:10]([nH:11][c:12]2[cH:13][cH:14]1)[C:9](=[O:15])[CH2:8][CH2:7][CH2:6]3.[CH3:32][c:33]1[cH:34][cH:35][cH:36][cH:37][cH:38]1.[Cl:16][CH2:17][CH2:18][O:19][S:20]([c:21]1[cH:22][cH:23][c:24]([CH3:25])[cH:26][cH:27]1)(=[O:28])=[O:29].[Na+:31].[OH-:30]>>[CH3:1][c:2]1[cH:3][c:4]2[c:5]3[c:10]([n:11]([CH2:18][CH2:17][Cl:16])[c:12]2[cH:13][cH:14]1)[C:9](=[O:15])[CH2:8][CH2:7][CH2:6]3. Reactants: C(C)(C)(C)OC(=O)COC=1C(=C2C(CC(OC2=C(C1C)C)(C)COC1=CC=C(CC2(C(N(C(S2)=O)CC(=O)OC(C)(C)C)=O)CC(=O)OC(C)(C)C)C=C1)=NO)C (di-t-butyl α,α'-{5-[4-(6-t-butoxycarbonylmethoxy-4-hydroxyimino -2,5,7,8-tetramethylchroman-2-ylmethoxy)benzyl]-2,4-dioxothiazolidine-3,5-diyl}diacetate), Cl (hydrogen chloride). Solvent: O1CCOCC1 (dioxane). Yields the product C(=O)(O)COC=1C(=C2C(CC(OC2=C(C1C)C)(C)COC1=CC=C(CC2(C(N(C(S2)=O)CC(=O)O)=O)CC(=O)O)C=C1)=NO)C (α,α'-{5-[4-(6-Carboxymethoxy-4-hydroxyimino-2,5,7,8-tetramethylchroman-2-ylmethoxy)benzyl ]-2,4-dioxothiazolidine-3,5-diyl}diacetic acid). As a reaction SMILES: C([O:5][C:6]([CH2:8][O:9][C:10]1[C:11]([CH3:57])=[C:12]2[C:17](=[C:18]([CH3:21])[C:19]=1[CH3:20])[O:16][C:15]([CH2:23][O:24][C:25]1[CH:54]=[CH:53][C:28]([CH2:29][C:30]3([CH2:45][C:46]([O:48]C(C)(C)C)=[O:47])[S:34][C:33](=[O:35])[N:32]([CH2:36][C:37]([O:39]C(C)(C)C)=[O:38])[C:31]3=[O:44])=[CH:27][CH:26]=1)([CH3:22])[CH2:14][C:13]2=[N:55][OH:56])=[O:7])(C)(C)C.Cl>O1CCOCC1>[C:6]([CH2:8][O:9][C:10]1[C:11]([CH3:57])=[C:12]2[C:17](=[C:18]([CH3:21])[C:19]=1[CH3:20])[O:16][C:15]([CH2:23][O:24][C:25]1[CH:26]=[CH:27][C:28]([CH2:29][C:30]3([CH2:45][C:46]([OH:48])=[O:47])[S:34][C:33](=[O:35])[N:32]([CH2:36][C:37]([OH:39])=[O:38])[C:31]3=[O:44])=[CH:53][CH:54]=1)([CH3:22])[CH2:14][C:13]2=[N:55][OH:56])([OH:7])=[O:5]. Procedure details: A mixture of 270 mg of di-t-butyl α,α'-{5-[4-(6-t-butoxycarbonylmethoxy-4-hydroxyimino -2,5,7,8-tetramethylchroman-2-ylmethoxy)benzyl]-2,4-dioxothiazolidine-3,5-diyl}diacetate (prepared as described in Example 56) and 3 ml of a 4N dioxane solution of hydrogen chloride was treated in the same manner described in Example 61, to give the title compound as a pale yellow powder, softening at 90°-100° C. Reactants: ClC1=NC=CN=C1C=1C=NN(C1)C (2-chloro-3-(1-methyl-1H-pyrazol-4-yl)pyrazine), O (water), [OH-].[K+] (KOH). The solvent is CS(=O)C (DMSO). Reaction conditions: temperature 80 celsius. The product is CN1N=CC(=C1)C=1C(NC=CN1)=O (3-(1-methyl-1H-pyrazol-4-yl)pyrazin-2(1H)-one). As a reaction SMILES: Cl[C:2]1[C:7]([C:8]2[CH:9]=[N:10][N:11]([CH3:13])[CH:12]=2)=[N:6][CH:5]=[CH:4][N:3]=1.[OH2:14].[OH-].[K+]>CS(C)=O>[CH3:13][N:11]1[CH:12]=[C:8]([C:7]2[C:2](=[O:14])[NH:3][CH:4]=[CH:5][N:6]=2)[CH:9]=[N:10]1 |f:2.3|. Procedure: To 2-chloro-3-(1-methyl-1H-pyrazol-4-yl)pyrazine (200 mg, 1.03 mmol) from Step 1 of this Example in DMSO (1.5 mL) and water (1.5 mL) was added KOH (890 mg, 15.4 mmol) and the mixture was heated at 80° C. for 3 h. The mixture was cooled and partitioned between EtOAc and 4 N HCl. The aqueous layer was concentrated under reduced pressure and then a mixture of MeOH and EtOH was added and the suspension was filtered through Celite. The filtrate was concentrated under reduced pressure and then Et2O wa... Reactants: C1CCOC1, O=Cc1ccc([N+](=O)[O-])cc1, CCOP([O-])OCC. Yields the product CCOP(=O)(OCC)C(O)c1ccc([N+](=O)[O-])cc1. RXN SMILES: [CH2:20]1[O:21][CH2:22][CH2:23][CH2:24]1.[N+:1](=[O:2])([O-:3])[c:4]1[cH:5][cH:6][c:7]([CH:8]=[O:9])[cH:10][cH:11]1.[P:12]([O:13][CH2:14][CH3:15])([O:16][CH2:17][CH3:18])[O-:19]>>[N+:1](=[O:2])([O-:3])[c:4]1[cH:5][cH:6][c:7]([CH:8]([OH:9])[P:12]([O:13][CH2:14][CH3:15])([O:16][CH2:17][CH3:18])=[O:19])[cH:10][cH:11]1. Reactants: CCCCC(=O)[O-], C=C1CCNC(Cc2ccccc2OC)C1C. Product: C=C1CCN(C=O)C(Cc2ccccc2OC)C1C. RXN SMILES: [CH2:18]([CH2:20][CH2:21][CH3:24])[C:22]([O-:19])=[O:23].[CH3:1][O:2][c:3]1[c:4]([CH2:9][CH:10]2[NH:11][CH2:12][CH2:13][C:14](=[CH2:17])[CH:15]2[CH3:16])[cH:5][cH:6][cH:7][cH:8]1>>[CH3:1][O:2][c:3]1[c:4]([CH2:9][CH:10]2[N:11]([CH:22]=[O:23])[CH2:12][CH2:13][C:14](=[CH2:17])[CH:15]2[CH3:16])[cH:5][cH:6][cH:7][cH:8]1.